The task is: describe an organic reaction: reactants, conditions, products, and yield. This data is from the Open Reaction Database (ORD), a public repository of structured organic reaction records. Reactants: CO, CC(C)c1cc(Cl)c([N+](=O)[O-])c(=O)[nH]1, N. As a reaction SMILES: [CH3:16][OH:17].[Cl:1][c:2]1[c:3]([N+:12](=[O:13])[O-:14])[c:4](=[O:11])[nH:5][c:6]([CH:8]([CH3:9])[CH3:10])[cH:7]1.[NH3:15]>>[c:2]1([NH2:15])[c:3]([N+:12](=[O:13])[O-:14])[c:4](=[O:11])[nH:5][c:6]([CH:8]([CH3:9])[CH3:10])[cH:7]1. Product: CC(C)c1cc(N)c([N+](=O)[O-])c(=O)[nH]1. Reactants: COC(=O)c1cccc2nnsc12, N, C1CCOC1. Reaction SMILES: [CH3:2][O:3][C:4](=[O:5])[c:6]1[cH:7][cH:8][cH:9][c:10]2[n:11][n:12][s:13][c:14]12.[NH3:1].[O:15]1[CH2:16][CH2:17][CH2:18][CH2:19]1>>[NH2:1][C:4](=[O:3])[c:6]1[cH:7][cH:8][cH:9][c:10]2[n:11][n:12][s:13][c:14]12. Yields the product NC(=O)c1cccc2nnsc12. The reactants are N1C(=O)C(=O)C2=CC=CC=C12 (Isatin), FC(CI)(F)F (2,2,2-trifluoroethyl iodide). Solvent: O (water). Reaction conditions: temperature 55 celsius. The product is FC(CN1C(C(C2=CC=CC=C12)=O)=O)(F)F (1-(2,2,2-Trifluoro-ethyl)-1H-indole-2.3-dione). As a reaction SMILES: [NH:1]1[C:11]2[C:6](=[CH:7][CH:8]=[CH:9][CH:10]=2)[C:4](=[O:5])[C:2]1=[O:3].[F:12][C:13]([F:17])([F:16])[CH2:14]I>O>[F:12][C:13]([F:17])([F:16])[CH2:14][N:1]1[C:11]2[C:6](=[CH:7][CH:8]=[CH:9][CH:10]=2)[C:4](=[O:5])[C:2]1=[O:3]. Procedure: Sodium hydride (8.65 g of a 60% oil dispersion, 0.22 mol) was washed with hexane and suspended in hexamethylphosphoramide (200 mL). Isatin (29.4 g, 0.20 mol)) was added carefully. After the gas evolution subsided, 2,2,2-trifluoroethyl iodide (46.2 g, 0.22 mol) was added and the mixture was heated to 55° C. for 4 hours. The solution was cooled, diluted with water (1 L), and the precipitate was collected. The filtrate was acidified with 6 N HCl and a new precipitate formed and was collected. The c... The reactants are Cc1ccc(CCl)cc1C, N#C[Na], CN(C)C=O, O. Product: Cc1ccc(CC#N)cc1C. Reaction SMILES: [CH3:1][c:2]1[cH:3][c:4]([CH2:5][Cl:6])[cH:7][cH:8][c:9]1[CH3:10].[Na:11][C:12]#[N:13].[O:14]=[CH:15][N:16]([CH3:17])[CH3:18].[OH2:19]>>[CH3:1][c:2]1[cH:3][c:4]([CH2:5][C:12]#[N:13])[cH:7][cH:8][c:9]1[CH3:10].